This data is from the Open Reaction Database (ORD), a public repository of structured organic reaction records. The task is: describe an organic reaction: reactants, conditions, products, and yield Starting materials: CCO, COC(=O)c1cccc2[nH]cnc12, NN, O, O. Yields the product NNC(=O)c1cccc2[nH]cnc12. RXN SMILES: [CH3:18][CH2:19][OH:20].[CH3:1][O:2][C:3](=[O:4])[c:5]1[cH:6][cH:7][cH:8][c:9]2[c:10]1[n:11][cH:12][nH:13]2.[NH2:15][NH2:16].[OH2:14].[OH2:17]>>[O:2]=[C:3]([c:5]1[cH:6][cH:7][cH:8][c:9]2[c:10]1[n:11][cH:12][nH:13]2)[NH:15][NH2:16]. Starting materials: C(C)(C)(C)OC(C(C)(C)SC=1SC=C(N1)CCO)=O (2-{[4-(2-hydroxyethyl)-1,3-thiazol-2-yl]thio}-2-methylpropionic acid tert-butyl ester), COC(C=1C(O)=CC=C(C1)I)=O (5-iodosalicylic acid methyl ester), C1(=CC=CC=C1)P(C1=CC=CC=C1)C1=CC=CC=C1 (triphenylphosphine), [N+](=[N-])(C(=O)OCC)C(=O)OCC (diethyl diazodicarboxylate). Solvent: O1CCCC1 (tetrahydrofuran). Conditions: time 8 hour. Product: COC(C1=C(C=CC(=C1)I)OCCC=1N=C(SC1)SC(C(=O)OC(C)(C)C)(C)C)=O (2-(2-{2-[(2-tert-butoxy-1,1-dimethyl-2-oxoethyl)thio]-1,3-thiazol-4-yl}ethoxy)-5-iodobenzoic acid methyl ester). Yield: 96.7%. RXN SMILES: [C:1]([O:5][C:6](=[O:19])[C:7]([S:10][C:11]1[S:12][CH:13]=[C:14]([CH2:16][CH2:17][OH:18])[N:15]=1)([CH3:9])[CH3:8])([CH3:4])([CH3:3])[CH3:2].[CH3:20][O:21][C:22](=[O:31])[C:23]1[C:24](=[CH:26][CH:27]=[C:28]([I:30])[CH:29]=1)O.C1(P(C2C=CC=CC=2)C2C=CC=CC=2)C=CC=CC=1.[N+](C(OCC)=O)(C(OCC)=O)=[N-]>O1CCCC1>[CH3:20][O:21][C:22](=[O:31])[C:23]1[CH:29]=[C:28]([I:30])[CH:27]=[CH:26][C:24]=1[O:18][CH2:17][CH2:16][C:14]1[N:15]=[C:11]([S:10][C:7]([CH3:9])([CH3:8])[C:6]([O:5][C:1]([CH3:2])([CH3:4])[CH3:3])=[O:19])[S:12][CH:13]=1. Procedure: 2-{[4-(2-Hydroxyethyl)-1,3-thiazol-2-yl]thio}-2-methylpropionic acid tert-butyl ester (8.0 g) synthesized in Example 4 and 5-iodosalicylic acid methyl ester (7.3 g) were dissolved in tetrahydrofuran (130 mL), triphenylphosphine (9.0 g) and diethyl diazodicarboxylate (14.9 g) were added under ice-cooling, and the mixture was stirred at room temperature for 8 hr. The reaction mixture was concentrated under reduced pressure, and the residue was purified by silica gel chromatography (elution solvent... Reactants: CCCOc1cc(C(F)(F)F)ccc1C=CC(=O)O, Cl, C#Cc1cc(CN)cc(F)c1NS(C)(=O)=O. The product is C#Cc1cc(CNC(=O)C=Cc2ccc(C(F)(F)F)cc2OCCC)cc(F)c1NS(C)(=O)=O. RXN SMILES: [CH2:18]([CH2:19][CH3:20])[O:21][c:22]1[c:23]([CH:32]=[CH:33][C:34](=[O:35])[OH:36])[cH:24][cH:25][c:26]([C:28]([F:29])([F:30])[F:31])[cH:27]1.[ClH:17].[NH2:1][CH2:2][c:3]1[cH:4][c:5]([C:15]#[CH:16])[c:6]([NH:10][S:11](=[O:12])(=[O:13])[CH3:14])[c:7]([F:9])[cH:8]1>>[NH:1]([CH2:2][c:3]1[cH:4][c:5]([C:15]#[CH:16])[c:6]([NH:10][S:11](=[O:12])(=[O:13])[CH3:14])[c:7]([F:9])[cH:8]1)[C:34]([CH:33]=[CH:32][c:23]1[c:22]([O:21][CH2:18][CH2:19][CH3:20])[cH:27][c:26]([C:28]([F:29])([F:30])[F:31])[cH:25][cH:24]1)=[O:35].